This data is from the Open Reaction Database (ORD), a public repository of structured organic reaction records. The task is: describe an organic reaction: reactants, conditions, products, and yield The reactants are C(C1=CC=CC=C1)OC(=O)C(CCC1=CC=CC=C1)N[C@@H]1C(N([C@@H](CSC1)C=1SC=CC1)CC(=O)OC(C)(C)C)=O (t-Butyl α-[6(R)-(1-benzyloxycarbonyl-3-phenylpropylamino)-5-oxo-3(S)-(2-thienyl)perhydro-1,4-thiazepin-4-yl]acetate), FC(C(=O)O)(F)F (trifluoroacetic acid). Yields the product C(C1=CC=CC=C1)OC(=O)[C@H](CCC1=CC=CC=C1)N[C@@H]1C(N([C@@H](CSC1)C=1SC=CC1)CC(=O)O)=O (α-{6(R)-[1(S)-Benzyloxycarbonyl-3-phenylpropylamino]-5-oxo-3(S)-(2-thienyl)perhydro-1,4-thiazepin-4-yl}acetic acid). As a reaction SMILES: [CH2:1]([O:8][C:9]([CH:11]([NH:20][C@H:21]1[CH2:27][S:26][CH2:25][C@@H:24]([C:28]2[S:29][CH:30]=[CH:31][CH:32]=2)[N:23]([CH2:33][C:34]([O:36]C(C)(C)C)=[O:35])[C:22]1=[O:41])[CH2:12][CH2:13][C:14]1[CH:19]=[CH:18][CH:17]=[CH:16][CH:15]=1)=[O:10])[C:2]1[CH:7]=[CH:6][CH:5]=[CH:4][CH:3]=1.FC(F)(F)C(O)=O>>[CH2:1]([O:8][C:9]([C@@H:11]([NH:20][C@H:21]1[CH2:27][S:26][CH2:25][C@@H:24]([C:28]2[S:29][CH:30]=[CH:31][CH:32]=2)[N:23]([CH2:33][C:34]([OH:36])=[O:35])[C:22]1=[O:41])[CH2:12][CH2:13][C:14]1[CH:15]=[CH:16][CH:17]=[CH:18][CH:19]=1)=[O:10])[C:2]1[CH:3]=[CH:4][CH:5]=[CH:6][CH:7]=1. Procedure details: 158 mg of isomer B of t-butyl α-[6(R)-(1-benzyloxycarbonyl-3-phenylpropylamino)-5-oxo-3(S)-(2-thienyl)perhydro-1,4-thiazepin-4-yl]acetate (prepared as described in Example 25) were treated with trifluoroacetic acid to remove its t-butyl group in the same manner as described in Example 3. The title compound was obtained as an amorphous solid in a yield of 109 mg. The yield is 92.5%. Reported procedure: 5-Bromo-2-chloropyridine (3.15 g, 16.4 mmol), compound 246 (4.00 g, 16.4 mmol), Pd2(dba)3 (0.749 g, 0.818 mmol), 4,5-bis(diphenylphosphino)-9,9-dimethyl-9H-xanthene (0.947 g, 1.64 mmol) and sodium tert-butoxide (1.82 g, 19.0 mmol) were combined in a screw cap vial and solvated under argon atmosphere with degassed toluene (44 mL). The reaction was briefly sparged with argon, then sealed and stirred at 100° C. After 3 h, the reaction contents were poured into saturated sodium bicarbonate (100 mL) ... Run at temperature 100 celsius, time 3 hour. Solvent: C1(=CC=CC=C1)C (toluene). Reaction SMILES: Br[C:2]1[CH:3]=[CH:4][C:5]([Cl:8])=[N:6][CH:7]=1.[CH3:9][C:10]([Si:13]([CH3:24])([CH3:23])[O:14][CH2:15][CH2:16][N:17]1[CH2:22][CH2:21][NH:20][CH2:19][CH2:18]1)([CH3:12])[CH3:11].C1(P(C2C=CC=CC=2)C2C3OC4C(=CC=CC=4P(C4C=CC=CC=4)C4C=CC=CC=4)C(C)(C)C=3C=CC=2)C=CC=CC=1.CC(C)([O-])C.[Na+].C(=O)(O)[O-].[Na+]>C1C=CC(/C=C/C(/C=C/C2C=CC=CC=2)=O)=CC=1.C1C=CC(/C=C/C(/C=C/C2C=CC=CC=2)=O)=CC=1.C1C=CC(/C=C/C(/C=C/C2C=CC=CC=2)=O)=CC=1.[Pd].[Pd].C1(C)C=CC=CC=1>[Cl:8][C:5]1[N:6]=[CH:7][C:2]([N:20]2[CH2:19][CH2:18][N:17]([CH2:16][CH2:15][O:14][Si:13]([C:10]([CH3:12])([CH3:11])[CH3:9])([CH3:23])[CH3:24])[CH2:22][CH2:21]2)=[CH:3][CH:4]=1 |f:3.4,5.6,7.8.9.10.11|. Starting materials: C([O-])(O)=O.[Na+] (sodium bicarbonate), BrC=1C=CC(=NC1)Cl (5-Bromo-2-chloropyridine), CC(C)([O-])C.[Na+] (sodium tert-butoxide), CC(C)(C)[Si](OCCN1CCNCC1)(C)C (1-(2-(((1,1-Dimethylethyl) (dimethyl)silyl)oxy)ethyl)piperazine), C1(=CC=CC=C1)P(C1=CC=CC=2C(C3=CC=CC(=C3OC12)P(C1=CC=CC=C1)C1=CC=CC=C1)(C)C)C1=CC=CC=C1 (4,5-bis(diphenylphosphino)-9,9-dimethyl-9H-xanthene). Product: ClC1=CC=C(C=N1)N1CCN(CC1)CCO[Si](C)(C)C(C)(C)C (1-(6-chloro-3-pyridinyl)-4-(2-(((1,1-dimethylethyl)(dimethyl)silyl)oxy)ethyl)-piperazine). Reagents/catalysts: C=1C=CC(=CC1)/C=C/C(=O)/C=C/C2=CC=CC=C2.C=1C=CC(=CC1)/C=C/C(=O)/C=C/C2=CC=CC=C2.C=1C=CC(=CC1)/C=C/C(=O)/C=C/C2=CC=CC=C2.[Pd].[Pd] (Pd2(dba)3).